This data is from the Open Reaction Database (ORD), a public repository of structured organic reaction records. The task is: describe an organic reaction: reactants, conditions, products, and yield Yields the product CCc1ccc(-c2ccc(S(=O)(=O)Nc3onc(C)c3Br)s2)cc1. Starting materials: CO, CCc1ccc(-c2ccc(S(=O)(=O)Cl)s2)cc1, ClC(Cl)Cl, Cc1noc(N)c1Br. Reaction SMILES: [CH3:26][OH:27].[Cl:1][S:2](=[O:3])(=[O:4])[c:5]1[cH:6][cH:7][c:8](-[c:10]2[cH:11][cH:12][c:13]([CH2:16][CH3:17])[cH:14][cH:15]2)[s:9]1.[Cl:28][CH:29]([Cl:30])[Cl:31].[NH2:18][c:19]1[c:20]([Br:25])[c:21]([CH3:24])[n:22][o:23]1>>[S:2](=[O:3])(=[O:4])([c:5]1[cH:6][cH:7][c:8](-[c:10]2[cH:11][cH:12][c:13]([CH2:16][CH3:17])[cH:14][cH:15]2)[s:9]1)[NH:18][c:19]1[c:20]([Br:25])[c:21]([CH3:24])[n:22][o:23]1. Starting materials: Cl (hydrogen chloride), C(C1=CC=CC=C1)NCCNCC1=CC=CC=C1 (N,N'-dibenzylethylenediamine), ClCC(=O)OCC (ethyl chloroacetate), C([O-])([O-])=O.[Na+].[Na+] (sodium carbonate). Solvent: C(C)O (ethanol), C(C)(C)O (isopropanol). Yields the product Cl.C1(=CC=CC=C1)CN1C(CN(CC1)CC1=CC=CC=C1)=O (1,4-Bis(phenylmethyl)piperazinone, hydrochloride). As a reaction SMILES: [CH2:1]([NH:8][CH2:9][CH2:10][NH:11][CH2:12][C:13]1[CH:18]=[CH:17][CH:16]=[CH:15][CH:14]=1)[C:2]1[CH:7]=[CH:6][CH:5]=[CH:4][CH:3]=1.[Cl:19]CC([O:23][CH2:24][CH3:25])=O.C(=O)([O-])[O-].[Na+].[Na+].Cl>C(O)C.C(O)(C)C>[ClH:19].[C:13]1([CH2:12][N:11]2[CH2:10][CH2:9][N:8]([CH2:1][C:2]3[CH:7]=[CH:6][CH:5]=[CH:4][CH:3]=3)[CH2:25][C:24]2=[O:23])[CH:14]=[CH:15][CH:16]=[CH:17][CH:18]=1 |f:2.3.4,8.9|. Reported procedure: A mixture of N,N'-dibenzylethylenediamine (24.0 g., 0.1 mole), ethyl chloroacetate (V, 24.51 g., 0.2 mole), anhydrous sodium carbonate (10 g., 0.094 mole) in ethanol (250 ml.) is heated under reflux for 20 hours. The ethanol is removed under reduced pressure and the residue is partitioned between chloroform and water. Evaporation of the chloroform gives an oil which is dissolved in isopropanol (200 ml.) and acidified with ethereal hydrogen chloride. The precipitate of 1,4-bis(phenylmethyl)pipera... Starting materials: C[C@@H]1N(CCN(C1)S(=O)(=O)C1=C(C=CC=C1)[N+](=O)[O-])C([C@@](C(F)(F)F)(C)O)=O ((R)-[(2S)-2-Methyl-4-(2-nitrobenzenesulphonyl)-1-(3,3,3-trifluoro-2-hydroxy-2-methylpropionyl)piperazine]), C1(=CC=CC=C1)S (thiophenol), C([O-])([O-])=O.[K+].[K+] (potassium carbonate). Solvent: CN(C)C=O (DMF). Conditions: time 4 hour. The product is C[C@@H]1N(CCNC1)C([C@@](C(F)(F)F)(C)O)=O ((R)-[(2S)-2-Methyl-1-(3,3,3-trifluoro-2-hydroxy-2-methylpropionyl)piperazine]). Reaction SMILES: [CH3:1][C@H:2]1[CH2:7][N:6](S(C2C=CC=CC=2[N+]([O-])=O)(=O)=O)[CH2:5][CH2:4][N:3]1[C:20](=[O:28])[C@:21]([OH:27])([CH3:26])[C:22]([F:25])([F:24])[F:23].C1(S)C=CC=CC=1.C(=O)([O-])[O-].[K+].[K+]>CN(C=O)C>[CH3:1][C@H:2]1[CH2:7][NH:6][CH2:5][CH2:4][N:3]1[C:20](=[O:28])[C@:21]([OH:27])([CH3:26])[C:22]([F:25])([F:23])[F:24] |f:2.3.4|. Procedure details: To a stirred solution of (R)-[(2S)-2-methyl-4-(2-nitrobenzenesulphonyl)-1-(3,3,3-trifluoro-2-hydroxy-2-methylpropionyl)piperazine] (Example 26; 19.71 g) in anhydrous DMF (60 ml) was added thiophenol (5.5 ml) followed by anhydrous potassium carbonate (18.7 g). The reaction mixture was allowed to stir at ambient temperature under argon for 4 hours, filtered and washed with DCM (2×300 ml). The filtrate was acidified with HCl (2 M, 250 ml) and the organic phase was separated and discarded. The aqueo...